The task is: describe an organic reaction: reactants, conditions, products, and yield. This data is from the Open Reaction Database (ORD), a public repository of structured organic reaction records. Reactants: COc1cc(Br)nc(Oc2cccc(C(F)(F)F)c2)c1, [Li]CCCC, CCOCC, O=C=O. Product: COc1cc(Oc2cccc(C(F)(F)F)c2)nc(C(=O)O)c1. As a reaction SMILES: [Br:1][c:2]1[n:3][c:4]([O:10][c:11]2[cH:12][c:13]([C:17]([F:18])([F:19])[F:20])[cH:14][cH:15][cH:16]2)[cH:5][c:6]([O:8][CH3:9])[cH:7]1.[CH3:21][CH2:22][CH2:23][CH2:24][Li:25].[CH3:29][CH2:30][O:31][CH2:32][CH3:33].[O:26]=[C:27]=[O:28]>>[c:2]1([C:27](=[O:26])[OH:28])[n:3][c:4]([O:10][c:11]2[cH:12][c:13]([C:17]([F:18])([F:19])[F:20])[cH:14][cH:15][cH:16]2)[cH:5][c:6]([O:8][CH3:9])[cH:7]1. Starting materials: C(C)(=O)OC(C)C (i-propyl acetate), BrC(C(=O)O)CCN1C(N(C(C1=O)(C)C)C)=O (α-Bromo-3,4,4-trimethyl-2,5-dioxo-1-imidazolidinebutanoic acid), N[C@H]([C@H](O)C1=CC=CC=C1)C1=CC=CC=C1 ((1R,2S)-(−)-2-amino-1,2-diphenylethanol), amine. The reagents and catalysts are [Br-].C(CCC)[N+](CCCC)(CCCC)CCCC (tetrabutylammonium bromide). The solvent is C(C)(C)(C)OC (methyl t-butyl ether). Run at temperature 57.5 celsius. Product: Br[C@@H](C(=O)O)CCN1C(N(C(C1=O)(C)C)C)=O ((R)-α-bromo-3,4,4-trimethyl-2,5-dioxo-1-imidazolidinebutanoic acid), NC(C(O)C1=CC=CC=C1)C1=CC=CC=C1 (β-amino-α-phenylbenzeneethanol). RXN SMILES: [Br:1][CH:2]([CH2:6][CH2:7][N:8]1[C:12](=[O:13])[C:11]([CH3:15])([CH3:14])[N:10]([CH3:16])[C:9]1=[O:17])[C:3]([OH:5])=[O:4].[NH2:18][C@@H:19]([C:28]1[CH:33]=[CH:32][CH:31]=[CH:30][CH:29]=1)[C@@H:20]([C:22]1[CH:27]=[CH:26][CH:25]=[CH:24][CH:23]=1)[OH:21].C(OC(C)C)(=O)C>[Br-].C([N+](CCCC)(CCCC)CCCC)CCC.C(OC)(C)(C)C>[Br:1][C@H:2]([CH2:6][CH2:7][N:8]1[C:12](=[O:13])[C:11]([CH3:15])([CH3:14])[N:10]([CH3:16])[C:9]1=[O:17])[C:3]([OH:5])=[O:4].[NH2:18][CH:19]([C:28]1[CH:33]=[CH:32][CH:31]=[CH:30][CH:29]=1)[CH:20]([C:22]1[CH:27]=[CH:26][CH:25]=[CH:24][CH:23]=1)[OH:21] |f:3.4|. Reported procedure: α-Bromo-3,4,4-trimethyl-2,5-dioxo-1-imidazolidinebutanoic acid (I) (111 g, 362.4 mmol) and (1R,2S)-(−)-2-amino-1,2-diphenylethanol (II) (the chiral amine, 75 g, 351 mmol, Aldrich) and tetrabutylammonium bromide (catalytic nucleophile, 2.4 g) were charged to a flask. I was obtained by/from Aerojet Fine Chemicals (a Division of Gencorp, Rancho Cordova, Calif.). To this was added 3 L of a 1:1 mixture of i-propyl acetate (i-PrOAc) and methyl t-butyl ether (MTBE). The resulting slurry was heated to 5...